This data is from the Open Reaction Database (ORD), a public repository of structured organic reaction records. The task is: describe an organic reaction: reactants, conditions, products, and yield Solvent: O1CCOCC1 (dioxane). Product: COC(C)(C)[C@@H]1[C@H]2CC(=C(N2C1=O)C(=O)[O-])SC1=CC=NC=C1.[K+] (potassium (5R, 6S)-6-(1-methoxy-1-methylethyl)-7-oxo-3-(4-pyridylthio)-1-azabicyclo[3.2.0]hept-2-ene-2-carboxylate). Reactants: COC(C)(C)[C@@H]1[C@H]2CC(=C(N2C1=O)C(=O)OCC1=CC=C(C=C1)[N+](=O)[O-])SC1=CC=NC=C1 (4-nitrobenzyl (5R, 6S)-6-(1-methoxy-1-methylethyl)-7-oxo-3-(4-pyridylthio)-1-azabicyclo[3.2.0]hept-2-ene-2-carboxylate), P(=O)(O)([O-])[O-].[K+].[K+] (dipotassium hydrogen phosphate), O (water), C(C)O (ethanol). Reaction SMILES: [CH3:1][O:2][C:3]([C@H:6]1[C:12](=[O:13])[N:11]2[C@@H:7]1[CH2:8][C:9]([S:27][C:28]1[CH:33]=[CH:32][N:31]=[CH:30][CH:29]=1)=[C:10]2[C:14]([O:16]CC1C=CC([N+]([O-])=O)=CC=1)=[O:15])([CH3:5])[CH3:4].P([O-])([O-])(O)=O.[K+:39].[K+].O.C(O)C>O1CCOCC1.[Pt](=O)=O>[CH3:1][O:2][C:3]([C@H:6]1[C:12](=[O:13])[N:11]2[C@@H:7]1[CH2:8][C:9]([S:27][C:28]1[CH:29]=[CH:30][N:31]=[CH:32][CH:33]=1)=[C:10]2[C:14]([O-:16])=[O:15])([CH3:5])[CH3:4].[K+:39] |f:1.2.3,8.9|. Procedure details: A mixture of 4-nitrobenzyl (5R, 6S)-6-(1-methoxy-1-methylethyl)-7-oxo-3-(4-pyridylthio)-1-azabicyclo[3.2.0]hept-2-ene-2-carboxylate (371.0 mg) and platinum (IV) oxide (123.7 mg) in a mixture of dioxane (44.5 ml), 0.1M aqueous dipotassium hydrogen phosphate (23.7 ml), water (5.98 ml) and ethanol (3.71 ml) was shaken for an hour under a hydrogen atmosphere (50 psi) at ambient temperature. The reaction mixture was filtered using super cell. The filter cake was washed with water, and the combined fi... Reagents/catalysts: [Pt](=O)=O (platinum (IV) oxide). The reactants are CO, CCNC(=O)Nc1ccc(-c2nc3c(c(N4CCOCC4C)n2)CCN(c2ncnc(Cl)n2)C3)cc1. The product is CCNC(=O)Nc1ccc(-c2nc3c(c(N4CCOCC4C)n2)CCN(c2ncncn2)C3)cc1. As a reaction SMILES: [CH3:37][OH:38].[Cl:1][c:2]1[n:3][c:4]([N:8]2[CH2:9][c:10]3[n:11][c:12](-[c:25]4[cH:26][cH:27][c:28]([NH:31][C:32](=[O:33])[NH:34][CH2:35][CH3:36])[cH:29][cH:30]4)[n:13][c:14]([N:18]4[CH:19]([CH3:24])[CH2:20][O:21][CH2:22][CH2:23]4)[c:15]3[CH2:16][CH2:17]2)[n:5][cH:6][n:7]1>>[cH:2]1[n:3][c:4]([N:8]2[CH2:9][c:10]3[n:11][c:12](-[c:25]4[cH:26][cH:27][c:28]([NH:31][C:32](=[O:33])[NH:34][CH2:35][CH3:36])[cH:29][cH:30]4)[n:13][c:14]([N:18]4[CH:19]([CH3:24])[CH2:20][O:21][CH2:22][CH2:23]4)[c:15]3[CH2:16][CH2:17]2)[n:5][cH:6][n:7]1. Reactants: Cc1cc(O)nc(C=Cc2cccc(C#N)c2)n1, O=P(Cl)(Cl)Cl. Yields the product Cc1cc(Cl)nc(C=Cc2cccc(C#N)c2)n1. As a reaction SMILES: [OH:1][c:2]1[n:3][c:4]([CH:9]=[CH:10][c:11]2[cH:12][c:13]([C:14]#[N:15])[cH:16][cH:17][cH:18]2)[n:5][c:6]([CH3:8])[cH:7]1.[P:19]([Cl:20])([Cl:21])([Cl:22])=[O:23]>>[c:2]1([Cl:21])[n:3][c:4]([CH:9]=[CH:10][c:11]2[cH:12][c:13]([C:14]#[N:15])[cH:16][cH:17][cH:18]2)[n:5][c:6]([CH3:8])[cH:7]1. Starting materials: C(C)(C)(C)OC(=O)NC1CCCCCC=CC2CC2(NC(C2CC(CN2C1=O)OC1=NC=CC2=CC=CC=C12)=O)C(=O)O (14-tert-butoxycarbonylamino-18-(isoquinolin-1-yloxy)-2,15-dioxo-3,16-diaza-tricyclo[14.3.0.04,6]-nonadec-7-ene-4-carboxylic acid), CC1(CC1)S(=O)(=O)N (1-methyl-cyclopropanesulfonic acid amide). Run in CO.C(Cl)Cl (methanol methylene chloride). Product: C(C)(C)(C)OC(NC1CCCCCC=CC2CC2(NC(C2CC(CN2C1=O)OC1=NC=CC2=CC=CC=C12)=O)C(=O)NS(=O)(=O)C1(CC1)C)=O ([18-(isoquinolin-1-yloxy)-4-(1-methyl-cyclopropanesulfonylaminocarbonyl)-2,15-dioxo-3,16-diaza-tricyclo[14.3.0.04,6]nonadec-7-en-14-yl]-carbamic acid tert-butyl ester). Isolated yield 58.1%. Reaction SMILES: [C:1]([O:5][C:6]([NH:8][CH:9]1[C:27](=[O:28])[N:26]2[CH:22]([CH2:23][CH:24]([O:29][C:30]3[C:39]4[C:34](=[CH:35][CH:36]=[CH:37][CH:38]=4)[CH:33]=[CH:32][N:31]=3)[CH2:25]2)[C:21](=[O:40])[NH:20][C:19]2([C:41](O)=[O:42])[CH:17]([CH2:18]2)[CH:16]=[CH:15][CH2:14][CH2:13][CH2:12][CH2:11][CH2:10]1)=[O:7])([CH3:4])([CH3:3])[CH3:2].[CH3:44][C:45]1([S:48]([NH2:51])(=[O:50])=[O:49])[CH2:47][CH2:46]1>CO.C(Cl)Cl>[C:1]([O:5][C:6](=[O:7])[NH:8][CH:9]1[C:27](=[O:28])[N:26]2[CH:22]([CH2:23][CH:24]([O:29][C:30]3[C:39]4[C:34](=[CH:35][CH:36]=[CH:37][CH:38]=4)[CH:33]=[CH:32][N:31]=3)[CH2:25]2)[C:21](=[O:40])[NH:20][C:19]2([C:41]([NH:51][S:48]([C:45]3([CH3:44])[CH2:47][CH2:46]3)(=[O:50])=[O:49])=[O:42])[CH:17]([CH2:18]2)[CH:16]=[CH:15][CH2:14][CH2:13][CH2:12][CH2:11][CH2:10]1)([CH3:4])([CH3:3])[CH3:2] |f:2.3|. Procedure details: Prepared from 14-tert-butoxycarbonylamino-18-(isoquinolin-1-yloxy)-2,15-dioxo-3,16-diaza-tricyclo[14.3.0.04,6]-nonadec-7-ene-4-carboxylic acid etherate (105 mg, 0.177 mmol) and 1-methyl-cyclopropanesulfonic acid amide (31 mg, 0.23 mmol, prepared as described above). Flash chromatography (2% methanol/methylene chloride) gave 73 mg (58%) of [18-(isoquinolin-1-yloxy)-4-(1-methyl-cyclopropanesulfonylaminocarbonyl)-2,15-dioxo-3,16-diaza-tricyclo[14.3.0.04,6]nonadec-7-en-14-yl]-carbamic acid tert-buty... Reactants: BrC1=CC=C2CN(C(C2=C1)=O)[C@@H](C(=O)OC)C(C)C ((R)-Methyl 2-(6-bromo-1-oxoisoindolin-2-yl)-3-methylbutanoate), compound, Cl.COC(C(N)C1=CC=CC=C1)=O (2-phenyl glycine methyl ester hydrochloride). Product: BrC1=CC=C2CN(C(C2=C1)=O)[C@H](C(=O)OC)C1=CC=CC=C1 ((S)-Methyl 2-(6-bromo-1-oxoisoindolin-2-yl)-2-phenylacetate). RXN SMILES: [Br:1][C:2]1[CH:10]=[C:9]2[C:5]([CH2:6][N:7]([C@H:12]([CH:17]([CH3:19])[CH3:18])[C:13]([O:15][CH3:16])=[O:14])[C:8]2=[O:11])=[CH:4][CH:3]=1.Cl.CO[C:23](=O)[CH:24]([C:26]1C=CC=CC=1)N>>[Br:1][C:2]1[CH:10]=[C:9]2[C:5]([CH2:6][N:7]([C@@H:12]([C:17]3[CH:19]=[CH:26][CH:24]=[CH:23][CH:18]=3)[C:13]([O:15][CH3:16])=[O:14])[C:8]2=[O:11])=[CH:4][CH:3]=1 |f:1.2|. Reported procedure: The compound of example 344 was prepared analogous to compound of example 329 by reaction of the compound of example 328 and 2-phenyl glycine methyl ester hydrochloride. Reactants: [Li+].CC(C)[N-]C(C)C (LDA), COC(=O)C1C(CCC2=CC=CC(=C12)OC)=O (1,2,3,4-tetrahydro-8-methoxy-2-oxo-1-naphthalene carboxylic acid methyl ester), C(C=C)Br (allylbromide). Solvent: C1CCOC1 (THF). Conditions: temperature 0 celsius, time 1 hour. Product: COC(=O)C1C(C(CC2=CC=CC(=C12)OC)CC=C)=O (1,2,3,4-Tetrahydro-8-methoxy-2-oxo-3-(2-propenyl)-1-naphthalene-carboxylic acid methyl ester). Isolated yield 86.3%. RXN SMILES: [CH3:1][O:2][C:3]([CH:5]1[C:14]2[C:9](=[CH:10][CH:11]=[CH:12][C:13]=2[O:15][CH3:16])[CH2:8][CH2:7][C:6]1=[O:17])=[O:4].[Li+].[CH3:19][CH:20]([N-]C(C)C)[CH3:21].C(Br)C=C>C1COCC1>[CH3:1][O:2][C:3]([CH:5]1[C:14]2[C:9](=[CH:10][CH:11]=[CH:12][C:13]=2[O:15][CH3:16])[CH2:8][CH:7]([CH2:21][CH:20]=[CH2:19])[C:6]1=[O:17])=[O:4] |f:1.2|. Procedure details: A solution of 10.2 g (43.5 mmol) 1,2,3,4-tetrahydro-8-methoxy-2-oxo-1-naphthalene carboxylic acid methyl ester in 108 mL of THF in a three-neck, round-bottomed flask, equipped with a dropping funnel, was added dropwise 63.8 mL (95.7 mmol) of LDA (1.5M in cyclohexane) at -30° C. to -40° C. under a nitrogen atmosphere. The solution was allowed to warm to 0° C. and 6.0 mL (69.6 mmol) of allylbromide was added. After stirring the mixture for one hour at room temperature, TLC analysis showed no start...